Dataset: the Open Reaction Database (ORD), a public repository of structured organic reaction records. Task: describe an organic reaction: reactants, conditions, products, and yield The product is COC(=O)c1cc(-n2c(Cl)nc(C(F)(F)F)cc2=O)c(F)cc1Cl. As a reaction SMILES: [Cl:1][c:2]1[c:3]([C:4](=[O:5])[O:6][CH3:7])[cH:8][c:9](-[n:13]2[c:14](=[O:24])[nH:15][c:16]([C:20]([F:21])([F:22])[F:23])[cH:17][c:18]2=[O:19])[c:10]([F:12])[cH:11]1.[P:25]([Cl:26])([Cl:27])([Cl:28])=[O:29].[cH:30]1[cH:31][cH:32][n:33][cH:34][cH:35]1>>[Cl:1][c:2]1[c:3]([C:4](=[O:5])[O:6][CH3:7])[cH:8][c:9](-[n:13]2[c:14]([Cl:27])[n:15][c:16]([C:20]([F:21])([F:22])[F:23])[cH:17][c:18]2=[O:19])[c:10]([F:12])[cH:11]1. Reactants: COC(=O)c1cc(-n2c(=O)cc(C(F)(F)F)[nH]c2=O)c(F)cc1Cl, O=P(Cl)(Cl)Cl, c1ccncc1. The reactants are C[C@]12C[C@@H]([C@]3([C@H]([C@@H]1C[C@H]([C@@]2(C(=O)CO)O)O)CCC4=CC(=O)C=C[C@@]43C)F)O (triamcinolone), acetylalkanoic acid, Cl(=O)(=O)(=O)O (perchloric acid). Run in ClCCl (dichloromethane). Product: 16α,17-carboxycyclic acetal pregnane, C[C@]12C[C@@H]([C@]3([C@H]([C@@H]1C[C@H]([C@@]2(C(=O)CO)O)O)CCC4=CC(=O)C=C[C@@]43C)F)O (triamcinolone), C(C)(=O)CC(=O)O (acetylacetic acid). As a reaction SMILES: [CH3:1][C@@:2]12[C@@:10]([OH:15])([C:11]([CH2:13][OH:14])=[O:12])[C@H:9]([OH:16])[CH2:8][C@H:7]1[C@@H:6]1[CH2:17][CH2:18][C:19]3[C@@:25]([CH3:26])([C@@:5]1([F:27])[C@@H:4]([OH:28])[CH2:3]2)[CH:24]=[CH:23][C:21](=[O:22])[CH:20]=3.Cl(O)(=O)(=O)=[O:30]>ClCCl>[CH3:1][C@@:2]12[C@@:10]([OH:15])([C:11]([CH2:13][OH:14])=[O:12])[C@H:9]([OH:16])[CH2:8][C@H:7]1[C@@H:6]1[CH2:17][CH2:18][C:19]3[C@@:25]([CH3:26])([C@@:5]1([F:27])[C@@H:4]([OH:28])[CH2:3]2)[CH:24]=[CH:23][C:21](=[O:22])[CH:20]=3.[C:10]([CH2:11][C:13]([OH:30])=[O:14])(=[O:15])[CH3:2]. Procedure details: (VI) or triamcinolone is reacted with an acetylalkanoic acid in a solution of dichloromethane in the presence of catalytic amount of perchloric acid to produce the corresponding 16α,17-carboxycyclic acetal pregnane derivatives, e.g., when triamcinolone and acetylacetic acid are used the product is (XVI) 9α-fluoro-11β,21-dihydroxy-3,20-dioxo-16α, 17-(methyl, carboxylicmethyl)methylenedioxy-1,4-pregnadiene; when triamcinolone and acetylbutyric acid are used the product is (XVII) 9α-fluoro-11β,21-d...